This data is from the Open Reaction Database (ORD), a public repository of structured organic reaction records. The task is: describe an organic reaction: reactants, conditions, products, and yield Reactants: C(C)N(CCN1C(C(C2=C(C=C(C=C12)C#N)C(F)(F)F)(C1=C(C=C(C=C1)Cl)Cl)O)=O)CC (1-(2-diethylaminoethyl)-4-trifluoromethyl-6-cyano-3-hydroxy-3-(2,4-dichlorophenyl)oxindole), [OH-].[K+] (KOH). Run in C(C)(C)(C)O (t-butanol). Reaction conditions: time 30 minute. The product is C(C)N(CCN1C(C(C2=C(C=C(C=C12)C(N)=O)C(F)(F)F)(C1=C(C=C(C=C1)Cl)Cl)O)=O)CC (1-(2-Diethylaminoethyl)-4-trifluoromethyl-6-carbamoyl-3-hydroxy-3-(2,4-dichlorophenyl)oxindole). The yield is 75.9%. Reaction SMILES: [CH2:1]([N:3]([CH2:31][CH3:32])[CH2:4][CH2:5][N:6]1[C:14]2[C:9](=[C:10]([C:17]([F:20])([F:19])[F:18])[CH:11]=[C:12]([C:15]#[N:16])[CH:13]=2)[C:8]([OH:29])([C:21]2[CH:26]=[CH:25][C:24]([Cl:27])=[CH:23][C:22]=2[Cl:28])[C:7]1=[O:30])[CH3:2].[OH-:33].[K+]>C(O)(C)(C)C>[CH2:31]([N:3]([CH2:1][CH3:2])[CH2:4][CH2:5][N:6]1[C:14]2[C:9](=[C:10]([C:17]([F:18])([F:19])[F:20])[CH:11]=[C:12]([C:15](=[O:33])[NH2:16])[CH:13]=2)[C:8]([OH:29])([C:21]2[CH:26]=[CH:25][C:24]([Cl:27])=[CH:23][C:22]=2[Cl:28])[C:7]1=[O:30])[CH3:32] |f:1.2|. Procedure: To a solution of 1-(2-diethylaminoethyl)-4-trifluoromethyl-6-cyano-3-hydroxy-3-(2,4-dichlorophenyl)oxindole (315 mg, 0.648 mmol) in t-butanol (5 mL) was added powdered KOH (ca. 300 mg) at 50° C. The mixture was stirred for 30 min at the same temperature and passed through a celite pad. The celite was washed with THF and the filtrate was concentrated. The residue was dispersed between water and ethyl acetate and the organic layer was separated. The organic layer was dried over MgSO4 and concentra... The reactants are C(C)(C)NC1=CC=C(C=C1)N (N-Isopropyl-benzene-1,4-diamine), C(C)(C)NC1=CC=C(C=C1)N (N-Isopropyl-benzene-1,4-diamine), BrCC1=CC(=C(C(=C1)C(C)(C)C)O)C(C)(C)C (4-Bromomethyl-2,6-di-tert-butyl-phenol), BrCC1=CC(=C(C(=C1)C(C)(C)C)O)C(C)(C)C (4-Bromomethyl-2,6di-tert-butyl-phenol). Solvent: O1CCCC1 (tetrahydrofuran), O1CCCC1 (tetrahydrofuran). Product: C(C)(C)(C)C1=C(C(=CC(=C1)CNC1=CC=C(C=C1)NC(C)C)C(C)(C)C)O (2,6-di-tert-butyl4-[(4-isopropylamino-phenylamino)-methyl]-phenol). As a reaction SMILES: Br[CH2:2][C:3]1[CH:8]=[C:7]([C:9]([CH3:12])([CH3:11])[CH3:10])[C:6]([OH:13])=[C:5]([C:14]([CH3:17])([CH3:16])[CH3:15])[CH:4]=1.[CH:18]([NH:21][C:22]1[CH:27]=[CH:26][C:25]([NH2:28])=[CH:24][CH:23]=1)([CH3:20])[CH3:19]>O1CCCC1>[C:9]([C:7]1[CH:8]=[C:3]([CH2:2][NH:28][C:25]2[CH:24]=[CH:23][C:22]([NH:21][CH:18]([CH3:20])[CH3:19])=[CH:27][CH:26]=2)[CH:4]=[C:5]([C:14]([CH3:17])([CH3:16])[CH3:15])[C:6]=1[OH:13])([CH3:12])([CH3:11])[CH3:10]. Procedure: 4-Bromomethyl-2,6-di-tert-butyl-phenol (2.42 g, 0.008 mole) was dissolved in 50 mL of dry tetrahydrofuran. In a separate conical flask N-Isopropyl-benzene-1,4-diamine (2.40 g, 0.016 mole) was dissolved in 25 mL of tetrahydrofuran and solution was transferred to a cylindrical funnel with pressure equalizing tube. Three-necked round-bottomed flask containing solution of 4-Bromomethyl-2,6di-tert-butyl-phenol was kept in oil-bath at 85° C. Solution in the flask was continuously stirred with the help... Starting materials: OC=1C=C(C=CC1)C(CCCN1CCOCC1)=O (1-(3-hydroxyphenyl)-4-(4-morpholinyl)-1-butanone), N1=CC=CC2=CC=C3C=CC=NC3=C12 (1,10-phenanthroline), C(=O)([O-])[O-].[Cs+].[Cs+] (Cs2CO3), BrC1=CC2=C(C=N1)N=C(N2CC)C=2C(=NON2)N (4-(6-bromo-1-ethyl-1H-imidazo[4,5-c]pyridin-2-yl)-furazan-3-amine), NC1=CC=CC=C1 (aniline). The reagents and catalysts are [Cu]I (CuI). Run in COCCOC (DME), CS(=O)C (DMSO), CO (MeOH), C1(=CC=CC=C1)C (toluene). Reaction conditions: temperature 170 celsius. Product: NC=1C(=NON1)C=1N(C2=C(C=NC(=C2)OC=2C=C(C=CC2)C(CCCN2CCOCC2)=O)N1)CC (1-(3-{[2-(4-amino-furazan-3-yl)-1-ethyl-1H-imidazo[4,5-c]pyridin-6-yl]oxy}phenyl)-4-(4-morpholinyl)-1-butanone). Isolated yield 43.0%. Reaction SMILES: Br[C:2]1[N:7]=[CH:6][C:5]2[N:8]=[C:9]([C:13]3[C:14]([NH2:18])=[N:15][O:16][N:17]=3)[N:10]([CH2:11][CH3:12])[C:4]=2[CH:3]=1.NC1C=CC=CC=1.[OH:26][C:27]1[CH:28]=[C:29]([C:33](=[O:43])[CH2:34][CH2:35][CH2:36][N:37]2[CH2:42][CH2:41][O:40][CH2:39][CH2:38]2)[CH:30]=[CH:31][CH:32]=1.N1C2C(=CC=C3C=2N=CC=C3)C=CC=1.C([O-])([O-])=O.[Cs+].[Cs+]>C1(C)C=CC=CC=1.COCCOC.CO.[Cu]I.CS(C)=O>[NH2:18][C:14]1[C:13]([C:9]2[N:10]([CH2:11][CH3:12])[C:4]3[CH:3]=[C:2]([O:26][C:27]4[CH:28]=[C:29]([C:33](=[O:43])[CH2:34][CH2:35][CH2:36][N:37]5[CH2:42][CH2:41][O:40][CH2:39][CH2:38]5)[CH:30]=[CH:31][CH:32]=4)[N:7]=[CH:6][C:5]=3[N:8]=2)=[N:17][O:16][N:15]=1 |f:4.5.6|. Procedure: Under argon, to a suspension of 4-(6-bromo-1-ethyl-1H-imidazo[4,5-c]pyridin-2-yl)-furazan-3-amine (prepared by the method of Example 8, Steps 3-7, substituting ethylamine for aniline in Step 3) (80 mg, 0.26 mmol) in toluene (4 mL) and DME (4 mL), was added the product of Step 4 (78 mg, 0.31 mmol), CuI (50 mg, 0.26 mmol), 1,10-phenanthroline (94 mg, 0.52 mmol), and Cs2CO3 (170 mg, 0.52 mmol). This mixture was then heated to 170° C. by microwave for 15 min. The reaction mixture was added DMSO (1.5... Starting materials: CC(C)(C)OC(=O)Nc1ccccc1NC(=O)c1cc2cccc(OCCN3CCCC3)c2o1, CN(C)CCOc1ccc2sc(C(=O)Nc3ccccc3N)cc2c1. The product is Nc1ccccc1NC(=O)c1cc2cccc(OCCN3CCCC3)c2o1. As a reaction SMILES: [C:1]([O:2][C:3](=[O:4])[NH:7][c:8]1[c:9]([NH:14][C:15](=[O:16])[c:17]2[o:18][c:19]3[c:20]([cH:21]2)[cH:22][cH:23][cH:24][c:25]3[O:26][CH2:27][CH2:28][N:29]2[CH2:30][CH2:31][CH2:32][CH2:33]2)[cH:10][cH:11][cH:12][cH:13]1)([CH3:5])([CH3:6])[CH3:34].[NH2:35][c:36]1[cH:37][cH:38][cH:39][cH:40][c:41]1[NH:42][C:43]([c:44]1[s:45][c:46]2[cH:47][cH:48][c:49]([O:50][CH2:51][CH2:52][N:53]([CH3:54])[CH3:55])[cH:56][c:57]2[cH:58]1)=[O:59]>>[NH2:7][c:8]1[c:9]([NH:14][C:15](=[O:16])[c:17]2[o:18][c:19]3[c:20]([cH:21]2)[cH:22][cH:23][cH:24][c:25]3[O:26][CH2:27][CH2:28][N:29]2[CH2:30][CH2:31][CH2:32][CH2:33]2)[cH:10][cH:11][cH:12][cH:13]1. Reactants: CC(C)CCON=O, COCCOC, [Cs+], [Cu]I, [I-], I, Cn1c(=O)c(-c2cc(N)ccc2Cl)cc2cnn(-c3c(F)cccc3F)c21. The product is Cn1c(=O)c(-c2cc(I)ccc2Cl)cc2cnn(-c3c(F)cccc3F)c21. RXN SMILES: [CH3:31][CH:32]([CH2:33][CH2:34][O:35][N:36]=[O:37])[CH3:38].[CH3:39][O:40][CH2:41][CH2:42][O:43][CH3:44].[Cs+:30].[Cu:45][I:46].[I-:29].[I:28].[NH2:1][c:2]1[cH:3][cH:4][c:5]([Cl:27])[c:6](-[c:8]2[cH:9][c:10]3[c:11]([n:12]([CH3:15])[c:13]2=[O:14])[n:16](-[c:19]2[c:20]([F:26])[cH:21][cH:22][cH:23][c:24]2[F:25])[n:17][cH:18]3)[cH:7]1>>[c:2]1([I:29])[cH:3][cH:4][c:5]([Cl:27])[c:6](-[c:8]2[cH:9][c:10]3[c:11]([n:12]([CH3:15])[c:13]2=[O:14])[n:16](-[c:19]2[c:20]([F:26])[cH:21][cH:22][cH:23][c:24]2[F:25])[n:17][cH:18]3)[cH:7]1. Starting materials: C1(=CC=CC=C1)S(=O)(=O)N1C(N(C(C1)C(=O)O)C1CCCCC1)=O ((RS)-1-benzenesulfonyl-3-cyclohexyl-2-oxo-imidazolidine-4-carboxylic acid), BrC=1C(=NC(=CC1)C)N1CCNCC1 (1-(3-bromo-6-methyl-pyridin-2-yl)-piperazine). Product: C1(=CC=CC=C1)S(=O)(=O)N1C(N(C(C1)C(=O)N1CCN(CC1)C1=NC(=CC=C1Br)C)C1CCCCC1)=O ((RS)-1-Benzenesulfonyl-4-[4-(3-bromo-6-methyl-pyridin-2-yl)-piperazine-1-carbonyl]-3-cyclohexyl-imidazolidin-2-one). As a reaction SMILES: [C:1]1([S:7]([N:10]2[CH2:14][CH:13]([C:15]([OH:17])=O)[N:12]([CH:18]3[CH2:23][CH2:22][CH2:21][CH2:20][CH2:19]3)[C:11]2=[O:24])(=[O:9])=[O:8])[CH:6]=[CH:5][CH:4]=[CH:3][CH:2]=1.[Br:25][C:26]1[C:27]([N:33]2[CH2:38][CH2:37][NH:36][CH2:35][CH2:34]2)=[N:28][C:29]([CH3:32])=[CH:30][CH:31]=1>>[C:1]1([S:7]([N:10]2[CH2:14][CH:13]([C:15]([N:36]3[CH2:37][CH2:38][N:33]([C:27]4[C:26]([Br:25])=[CH:31][CH:30]=[C:29]([CH3:32])[N:28]=4)[CH2:34][CH2:35]3)=[O:17])[N:12]([CH:18]3[CH2:19][CH2:20][CH2:21][CH2:22][CH2:23]3)[C:11]2=[O:24])(=[O:9])=[O:8])[CH:6]=[CH:5][CH:4]=[CH:3][CH:2]=1. Procedure details: In analogy to example 1, (RS)-1-benzenesulfonyl-3-cyclohexyl-2-oxo-imidazolidine-4-carboxylic acid (example 39, step 4) was coupled with 1-(3-bromo-6-methyl-pyridin-2-yl)-piperazine to give the title compound as a colorless solid. MS: 591.7 ([M+H]+) Starting materials: N[C@@H]1CC[C@H](CC1)O (trans-4-aminocyclohexanol), [H-].[Na+] (NaH), oil, CN(C)C=O (DMF), ClC1=NC=C(C=C1)C#N (2-chloro-5-cyanopyridine). Solvent: C(C)(=O)OCC (ethyl acetate). Reaction conditions: temperature 0 celsius, time 0.5 hour. Yields the product C1=C2C(=NC(=N1)Cl)C(=O)N=CN2 (6-(4-trans-aminocyclohexyloxy)-nicotinonitrile). Reaction SMILES: [NH2:1][C@H]1CC[C@H](O)CC1.[H-].[Na+].[Cl:11][C:12]1C=C[C:15]([C:18]#[N:19])=[CH:14][N:13]=1.[CH3:20][N:21]([CH:23]=[O:24])C>C(OCC)(=O)C>[CH:14]1[N:13]=[C:12]([Cl:11])[N:19]=[C:18]2[C:23]([N:21]=[CH:20][NH:1][C:15]=12)=[O:24] |f:1.2|. Procedure details: To a stirred solution of trans-4-aminocyclohexanol (115 mg, 1 mmol) in DMF (6 mL) at 0° C. was added 60% NaH in mineral oil (120 mg, 3 mmol). The reaction mixture was stirred at 0° C. for ½ hour and then 2-chloro-5-cyanopyridine (151 mg, 1.25 mmol) was added. It was heated to 60° C. for 2 hours and stirred for 12 hours at room temperature. The reaction mixture was diluted with ethyl acetate and washed with water (3 times) and brine. The organic layer was dried (sodium sulfate), filtered, and con... The reactants are CS(C)=O, ClCc1cc2cccc(Cl)c2nc1Oc1ccccc1, [N-]=[N+]=[N-], [Na+], O. Product: NCc1cc2cccc(Cl)c2nc1Oc1ccccc1. Reaction SMILES: [CH3:25][S:26]([CH3:27])=[O:28].[Cl:1][c:2]1[cH:3][cH:4][cH:5][c:6]2[cH:7][c:8]([CH2:19][Cl:20])[c:9]([O:12][c:13]3[cH:14][cH:15][cH:16][cH:17][cH:18]3)[n:10][c:11]12.[N-:21]=[N+:22]=[N-:23].[Na+:24].[OH2:29]>>[Cl:1][c:2]1[cH:3][cH:4][cH:5][c:6]2[cH:7][c:8]([CH2:19][NH2:21])[c:9]([O:12][c:13]3[cH:14][cH:15][cH:16][cH:17][cH:18]3)[n:10][c:11]12. The reactants are C(C)(=O)NCCC1=CC=2OCOC2C=C1 (N-acetyl-homopiperonylamine), C=O (formaldehyde), ice water, C=O (formaldehyde), Cl (hydrogen chloride), C(CCl)Cl (ethylene chloride). Yields the product ClCC1=CC2=C(C=C1CCNC(C)=O)OCO2 (N-(6-Chloromethyl-3,4-methylenedioxyphenethyl) acetamide). RXN SMILES: [C:1]([NH:4][CH2:5][CH2:6][C:7]1[CH:15]=[CH:14][C:13]2[O:12][CH2:11][O:10][C:9]=2[CH:8]=1)(=[O:3])[CH3:2].C=O.Cl.C(Cl)[CH2:20][Cl:21]>>[Cl:21][CH2:20][C:15]1[C:7]([CH2:6][CH2:5][NH:4][C:1](=[O:3])[CH3:2])=[CH:8][C:9]2[O:10][CH2:11][O:12][C:13]=2[CH:14]=1. Procedure details: In a 100 ml round-bottom flask provided with a stirrer, thermometer, gas inlet tube, and a condenser were placed 4.12 g of N-acetyl-homopiperonylamine (0.02 mole), 2.1 g of 37% formaldehyde solution, and 50 ml of ethylene chloride. The mixture was cooled to 3° and hydrogen chloride passed into the stirred mixture. After about 15 minutes a thick paste of crystals had formed. At this point, another 2.1 g of 37% formaldehyde was added and the mixture allowed to stir until all the solid had dissolve... Reactants: [BH4-].[Li+] (lithium tetrahydroborate), COC(=O)C1=CC(=NC=C1)N1CCN(CC1)C(=O)OCC(C)(C)C (2,2-Dimethylpropyl 4-[4-(methoxycarbonyl)pyridin-2-yl]-1-piperazinecarboxylate), [OH-].[Na+] (sodium hydroxide). Run in C(C)(=O)OCC (ethyl acetate), O1CCCC1 (tetrahydrofuran). Conditions: time 30 minute. Yields the product OCC1=CC(=NC=C1)N1CCN(CC1)C(=O)OCC(C)(C)C (2,2-Dimethylpropyl 4-[4-(hydroxymethyl)pyridin-2-yl]-1-piperazinecarboxylate). Yield: 3.3%. RXN SMILES: C[O:2][C:3]([C:5]1[CH:10]=[CH:9][N:8]=[C:7]([N:11]2[CH2:16][CH2:15][N:14]([C:17]([O:19][CH2:20][C:21]([CH3:24])([CH3:23])[CH3:22])=[O:18])[CH2:13][CH2:12]2)[CH:6]=1)=O.[BH4-].[Li+].[OH-].[Na+]>O1CCCC1.C(OCC)(=O)C>[OH:2][CH2:3][C:5]1[CH:10]=[CH:9][N:8]=[C:7]([N:11]2[CH2:12][CH2:13][N:14]([C:17]([O:19][CH2:20][C:21]([CH3:24])([CH3:23])[CH3:22])=[O:18])[CH2:15][CH2:16]2)[CH:6]=1 |f:1.2,3.4|. Procedure: 2,2-Dimethylpropyl 4-[4-(methoxycarbonyl)pyridin-2-yl]-1-piperazinecarboxylate (365 mg) obtained in Example 5 was dissolved in tetrahydrofuran (5 mL), and lithium tetrahydroborate (30 mg) was added thereto, stirred at room temperature for 30 minutes, and then 1 N sodium hydroxide was added thereto and stirred at room temperature for 30 minutes. The reaction liquid was diluted with ethyl acetate, washed with water and saturated saline water, and dried with anhydrous sodium sulfate. The solvent wa...